This data is from the Open Reaction Database (ORD), a public repository of structured organic reaction records. The task is: describe an organic reaction: reactants, conditions, products, and yield Reactants: CC(CC(CCCN1C(=NC=2C=NC=3C=CC=CC3C21)CCC)=O)C (6-methyl-1-(2-propyl-1H-imidazo[4,5-c]quinolin-1-yl)heptan-4-one), C1=CC(=CC(=C1)Cl)C(=O)OO (m-CPBA). Product: CC(CC(CCCN1C(=NC=2C=[N+](C=3C=CC=CC3C21)[O-])CCC)=O)C (6-methyl-1-(5-oxido-2-propyl-1H-imidazo[4,5-c]quinolin-1-yl)heptan-4-one). Reaction SMILES: [CH3:1][CH:2]([CH3:25])[CH2:3][C:4](=[O:24])[CH2:5][CH2:6][CH2:7][N:8]1[C:20]2[C:19]3[CH:18]=[CH:17][CH:16]=[CH:15][C:14]=3[N:13]=[CH:12][C:11]=2[N:10]=[C:9]1[CH2:21][CH2:22][CH3:23].C1C=C(Cl)C=C(C(OO)=[O:34])C=1>>[CH3:25][CH:2]([CH3:1])[CH2:3][C:4](=[O:24])[CH2:5][CH2:6][CH2:7][N:8]1[C:20]2[C:19]3[CH:18]=[CH:17][CH:16]=[CH:15][C:14]=3[N+:13]([O-:34])=[CH:12][C:11]=2[N:10]=[C:9]1[CH2:21][CH2:22][CH3:23]. Reported procedure: The general method described in Steps 9 and 10 of Example 1 was used to aminate 6-methyl-1-(2-propyl-1H-imidazo[4,5-c]quinolin-1-yl)heptan-4-one (2.40 g, 7.10 mmol) by reaction with m-CPBA (3.9 g) to provide 6-methyl-1-(5-oxido-2-propyl-1H-imidazo[4,5-c]quinolin-1-yl)heptan-4-one followed by reaction with p-toluenesulfonyl chloride (2.0 g, 10.5 mmol) and ammonium hydroxide solution (75 mL) to provide 1-(4-amino-2-propyl-1H-imidazo[4,5-c]quinolin-1-yl)-6-methylheptan-4-one as tan crystals after r... Starting materials: C1N[C@@H](CC2=CC=CC=C12)C(=O)O ((S)-1,2,3,4-tetrahydroisoquinoline-3-carboxylic acid), O=S(Cl)Cl (SOCl2), CO (MeOH). Run at time 8 hour. Product: Cl.C1N[C@H](CC2=CC=CC=C12)C(=O)OC ((R)-Methyl 1,2,3,4-tetrahydroisoquinoline-3-carboxylate hydrochloride). Yield: 71.0%. As a reaction SMILES: [CH2:1]1[C:10]2[C:5](=[CH:6][CH:7]=[CH:8][CH:9]=2)[CH2:4][C@@H:3]([C:11]([OH:13])=[O:12])[NH:2]1.O=S(Cl)[Cl:16].[CH3:18]O>>[ClH:16].[CH2:1]1[C:10]2[C:5](=[CH:6][CH:7]=[CH:8][CH:9]=2)[CH2:4][C@H:3]([C:11]([O:13][CH3:18])=[O:12])[NH:2]1 |f:3.4|. Reported procedure: To (S)-1,2,3,4-tetrahydroisoquinoline-3-carboxylic acid (Aldrich, 500 mg, 2.82 mmol) in MeOH (2.8 mL) was added SOCl2 (824 μL, 11.3 mmol) at 0° C. The resulting reaction mixture was allowed to warm to room temperature over 5 h and then stirred at 50° C. overnight. The reaction mixture was then concentrated in vacuo to give the title compound (457 mg, 71%) as a white solid. 1H NMR (CDCl3) δ 7.30-7.23 (m, 2H), 7.20-7.13 (m, 2H), 4.78-4.69 (m, 1H), 4.56-4.45 (m, 1H), 4.43-4.35 (m, 1H), 3.87 (s, 3H)... Starting materials: CC1CNCCN1S(C)(=O)=O, O=C(OC(Cl)(Cl)Cl)OC(Cl)(Cl)Cl, ClCCl, c1ccncc1. Product: CC1CN(C(=O)Cl)CCN1S(C)(=O)=O. RXN SMILES: [CH3:13][S:14](=[O:15])(=[O:16])[N:17]1[CH:18]([CH3:23])[CH2:19][NH:20][CH2:21][CH2:22]1.[Cl:1][C:2]([Cl:3])([O:4][C:5](=[O:6])[O:7][C:8]([Cl:9])([Cl:10])[Cl:11])[Cl:12].[Cl:30][CH2:31][Cl:32].[cH:24]1[cH:25][cH:26][n:27][cH:28][cH:29]1>>[Cl:1][C:2](=[O:4])[N:20]1[CH2:19][CH:18]([CH3:23])[N:17]([S:14]([CH3:13])(=[O:15])=[O:16])[CH2:22][CH2:21]1. The reactants are CC(C)(C)C(O)C(C=C1CCCCC1)n1cncn1, CO, ClCc1ccccc1Cl, [H-], [Na+], C1COCCO1. The product is CC(C)(C)C(OCc1ccccc1Cl)C(C=C1CCCCC1)n1cncn1. RXN SMILES: [C:1]1(=[CH:7][CH:8]([CH:9]([C:10]([CH3:11])([CH3:12])[CH3:13])[OH:14])[n:15]2[n:16][cH:17][n:18][cH:19]2)[CH2:2][CH2:3][CH2:4][CH2:5][CH2:6]1.[CH3:31][OH:32].[Cl:22][c:23]1[c:24]([CH2:25][Cl:26])[cH:27][cH:28][cH:29][cH:30]1.[H-:20].[Na+:21].[O:33]1[CH2:34][CH2:35][O:36][CH2:37][CH2:38]1>>[C:1]1(=[CH:7][CH:8]([CH:9]([C:10]([CH3:11])([CH3:12])[CH3:13])[O:14][CH2:25][c:24]2[c:23]([Cl:22])[cH:30][cH:29][cH:28][cH:27]2)[n:15]2[n:16][cH:17][n:18][cH:19]2)[CH2:2][CH2:3][CH2:4][CH2:5][CH2:6]1.